The task is: describe an organic reaction: reactants, conditions, products, and yield. This data is from the Open Reaction Database (ORD), a public repository of structured organic reaction records. Reaction conditions: temperature 80 celsius, time 8 hour. Reactants: ClC(=O)OC(Cl)(Cl)Cl (trichloromethyl chloroformate), FC1=C(N)C=C(C(=C1)Cl)OC(=O)OC (2-fluoro-4-chloro-5-methoxycarbonyloxianiline). Run in C(C)(=O)OCC (ethyl acetate), C(C)(=O)OCC (ethyl acetate). Procedure: A solution of trichloromethyl chloroformate (19 ml, 158 mmol) in ethyl acetate (200 ml) was charged into a 500 ml-three neck flask equipped with a dropping funnel and a distillation apparatus and a solution of 2-fluoro-4-chloro-5-methoxycarbonyloxianiline (21.9 g, 100 mmol) in ethyl acetate (100 ml) was added dropwise in 20 minutes. After completion of addition, the mixture was heated at 80° C. and ethyl acetate was distilled off. After cooling, carbon tetrachloride (150 ml) was added and allowe... Yields the product FC1=C(C=C(C(=C1)Cl)OC(=O)OC)N=C=O (2-fluoro-4-chloro-5-methoxycarbonyloxyphenyl isocyanate). The yield is 83.9%. As a reaction SMILES: Cl[C:2](OC(Cl)(Cl)Cl)=[O:3].[F:9][C:10]1[CH:16]=[C:15]([Cl:17])[C:14]([O:18][C:19]([O:21][CH3:22])=[O:20])=[CH:13][C:11]=1[NH2:12]>C(OCC)(=O)C>[F:9][C:10]1[CH:16]=[C:15]([Cl:17])[C:14]([O:18][C:19]([O:21][CH3:22])=[O:20])=[CH:13][C:11]=1[N:12]=[C:2]=[O:3].